describe an organic reaction: reactants, conditions, products, and yield From a dataset of the Open Reaction Database (ORD), a public repository of structured organic reaction records. Reactants: Cl.FC=1C=C(CN2N=CC(=C2)C2=CN(C3=NC=C(C=C32)C3=CC=C(C=C3)C3CCNCC3)S(=O)(=O)C3=CC=C(C)C=C3)C=CC1 (3-(1-(3-fluorobenzyl)-1H-pyrazol-4-yl)-5-(4-(piperidin-4-yl)phenyl)-1-tosyl-1H-pyrrolo[2,3-b]pyridine hydrochloride), FC=1C=C(CN2N=CC(=C2)C2=CN(C3=NC=C(C=C32)C=3C=NC(=CC3)N3CCN(CC3)C)S(=O)(=O)C3=CC=C(C)C=C3)C=C(C1)F (3-(1-(3,5-difluorobenzyl)-1H-pyrazol-4-yl)-5-(6-(4-methylpiperazin-1-yl)pyridin-3-yl)-1-tosyl-1H-pyrrolo[2,3-b]pyridine), [OH-].[Li+] (lithium hydroxide). Solvent: C1CCOC1.CO.O (THF methanol water). The product is FC=1C=C(CN2N=CC(=C2)C2=CNC3=NC=C(C=C32)C=3C=NC(=CC3)N3CCN(CC3)C)C=C(C1)F (3-(1-(3,5-difluorobenzyl)-1H-pyrazol-4-yl)-5-(6-(4-methylpiperazin-1-yl)pyridin-3-yl)-1H-pyrrolo[2,3-b]pyridine). Isolated yield 41.7%. As a reaction SMILES: Cl.FC1C=C(C=CC=1)CN1C=C(C2C3C(=NC=C(C4C=CC(C5CCNCC5)=CC=4)C=3)N(S(C3C=CC(C)=CC=3)(=O)=O)C=2)C=N1.[F:46][C:47]1[CH:48]=[C:49]([CH:88]=[C:89]([F:91])[CH:90]=1)[CH2:50][N:51]1[CH:55]=[C:54]([C:56]2[C:64]3[C:59](=[N:60][CH:61]=[C:62]([C:65]4[CH:66]=[N:67][C:68]([N:71]5[CH2:76][CH2:75][N:74]([CH3:77])[CH2:73][CH2:72]5)=[CH:69][CH:70]=4)[CH:63]=3)[N:58](S(C3C=CC(C)=CC=3)(=O)=O)[CH:57]=2)[CH:53]=[N:52]1.[OH-].[Li+]>C1COCC1.CO.O>[F:46][C:47]1[CH:48]=[C:49]([CH:88]=[C:89]([F:91])[CH:90]=1)[CH2:50][N:51]1[CH:55]=[C:54]([C:56]2[C:64]3[C:59](=[N:60][CH:61]=[C:62]([C:65]4[CH:66]=[N:67][C:68]([N:71]5[CH2:72][CH2:73][N:74]([CH3:77])[CH2:75][CH2:76]5)=[CH:69][CH:70]=4)[CH:63]=3)[NH:58][CH:57]=2)[CH:53]=[N:52]1 |f:0.1,3.4,5.6.7|. Procedure: Using similar reaction conditions as described in step-iii of example-1, 3-(1-(3,5-difluorobenzyl)-1H-pyrazol-4-yl)-5-(6-(4-methylpiperazin-1-yl)pyridin-3-yl)-1-tosyl-1H-pyrrolo[2,3-b]pyridine (95 mg, 0.148 mmol) was hydrolyzed with lithium hydroxide (17 mg, 0.399 mmol) in THF/methanol/water (2/2/1 mL) to yield 30 mg (81.0% yield) of the titled compound. 1H NMR (CDCl3, 300 MHz): δ 9.14 (s, 1H), 8.49-8.46 (dd, 2H), 8.11 (s, 1H), 7.87 (s, 1H), 7.77-7.71 (m, 2H), 7.449-7.443 (d, 1H), 6.80-6.76 (m, ... The reactants are Cc1c(Sc2ccc([N+](=O)[O-])cc2)cc(C(C)(C)C)c(O)c1C(=O)O, c1ccncc1, Cc1cccc(C)n1. The product is Cc1c(Sc2ccc([N+](=O)[O-])cc2)cc(C(C)C)c(O)c1C(=O)O. Reaction SMILES: [N+:1](=[O:2])([O-:3])[c:4]1[cH:5][cH:6][c:7]([S:10][c:11]2[cH:12][c:13]([C:22]([CH3:23])([CH3:24])[CH3:25])[c:14]([OH:21])[c:15]([C:16](=[O:17])[OH:18])[c:19]2[CH3:20])[cH:8][cH:9]1.[cH:34]1[cH:35][cH:36][n:37][cH:38][cH:39]1.[n:26]1[c:27]([CH3:28])[cH:29][cH:30][cH:31][c:32]1[CH3:33]>>[N+:1](=[O:2])([O-:3])[c:4]1[cH:5][cH:6][c:7]([S:10][c:11]2[cH:12][c:13]([CH:22]([CH3:23])[CH3:24])[c:14]([OH:21])[c:15]([C:16](=[O:17])[OH:18])[c:19]2[CH3:20])[cH:8][cH:9]1. Starting materials: C(C)OC(=O)C1(CC(N(CC1)C(=O)OC(C)(C)C)=O)CCOC (4-(2-Methoxy-ethyl)-2-oxo-piperidine-1,4-dicarboxylic acid 1-tert-butyl ester 4-ethyl ester), FC(C(=O)O)(F)F (trifluoroacetic acid). Run in ClCCl (dichloromethane). Run at time 3 hour. Yields the product C(C)OC(=O)C1(CC(NCC1)=O)CCOC (4-(2-Methoxy-ethyl)-2-oxo-piperidine-4-carboxylic acid ethyl ester). Yield: 24.6%. RXN SMILES: [CH2:1]([O:3][C:4]([C:6]1([CH2:20][CH2:21][O:22][CH3:23])[CH2:11][CH2:10][N:9](C(OC(C)(C)C)=O)[C:8](=[O:19])[CH2:7]1)=[O:5])[CH3:2].FC(F)(F)C(O)=O>ClCCl>[CH2:1]([O:3][C:4]([C:6]1([CH2:20][CH2:21][O:22][CH3:23])[CH2:11][CH2:10][NH:9][C:8](=[O:19])[CH2:7]1)=[O:5])[CH3:2]. Procedure details: 4-(2-Methoxy-ethyl)-2-oxo-piperidine-1,4-dicarboxylic acid 1-tert-butyl ester 4-ethyl ester (8.7 g) dissolved in dichloromethane (300 ml) under an argon atmosphere was treated with trifluoroacetic acid (60.32 g, 39.11 ml) and stirred for 3 hours at RT. The reaction mixture was then concentrated in vacuo, the residue dissolved in AcOEt, which was then washed with 3M aqueous NaOH, brine and dried over magnesium sulphate. The solvent was removed in vacuo and the residue was chromatographed on silic... The reactants are O=C([O-])[O-], CC(C)=CCOc1ccc(O)cc1, CN(C)C=O, CCOC(=O)NCCCl, [K+], [K+], O. Yields the product CCOC(=O)NCCOc1ccc(OCC=C(C)C)cc1. Reaction SMILES: [C:23](=[O:24])([O-:25])[O-:26].[CH3:1][C:2](=[CH:3][CH2:4][O:5][c:6]1[cH:7][cH:8][c:9]([OH:12])[cH:10][cH:11]1)[CH3:13].[CH3:30][N:31]([CH3:32])[CH:33]=[O:34].[Cl:14][CH2:15][CH2:16][NH:17][C:18]([O:19][CH2:20][CH3:21])=[O:22].[K+:27].[K+:28].[OH2:29]>>[CH3:1][C:2](=[CH:3][CH2:4][O:5][c:6]1[cH:7][cH:8][c:9]([O:12][CH2:15][CH2:16][NH:17][C:18]([O:19][CH2:20][CH3:21])=[O:22])[cH:10][cH:11]1)[CH3:13]. As a reaction SMILES: [CH3:35][CH2:36][OH:37].[Cl:9][CH2:10][CH2:11][CH2:12][CH2:13][CH2:14][CH2:15][NH:16][c:17]1[c:18]([CH3:34])[c:19]([CH3:33])[n:20][c:21]([O:26][c:27]2[cH:28][cH:29][cH:30][cH:31][cH:32]2)[c:22]1[N+:23]([O-:24])=[O:25].[Na+:7].[Na+:8].[O:38]1[CH2:39][CH2:40][CH2:41][CH2:42]1.[OH2:43].[S:1]([S:2]([O-:3])=[O:4])([O-:5])=[O:6]>>[Cl:9][CH2:10][CH2:11][CH2:12][CH2:13][CH2:14][CH2:15][NH:16][c:17]1[c:18]([CH3:34])[c:19]([CH3:33])[n:20][c:21]([O:26][c:27]2[cH:28][cH:29][cH:30][cH:31][cH:32]2)[c:22]1[NH2:23]. Yields the product Cc1nc(Oc2ccccc2)c(N)c(NCCCCCCCl)c1C. Starting materials: CCO, Cc1nc(Oc2ccccc2)c([N+](=O)[O-])c(NCCCCCCCl)c1C, [Na+], [Na+], C1CCOC1, O, O=S([O-])S(=O)[O-]. Conditions: temperature 0 celsius, time 16 hour. The reactants are C(#N)C1(CC1)NC([C@@H](N[C@H](C(F)(F)F)C1=CC=C(C=C1)B1OC(C(O1)(C)C)(C)C)CC(C)(C)F)=O (N1-(1-cyanocyclopropyl)-4-fluoro-N2-{(1S)-2,2,2-trifluoro-1-[4-(4,4,5,5-tetramethyl-1,3,2-dioxaborolan-2-yl)phenyl]ethyl}-L-leucinamide), BrC1=CC=C(C=C1)[C@H](C(F)F)O ((1R)-1-(4-bromophenyl)-2,2-difluoroethanol), [1,1-Bis(diphenylphosphine)ferrocene]dichloropalladium(II), ClCCl (dichloromethane), C([O-])(O)=O.[Na+] (sodium bicarbonate), OC(C)(C)C(C)(C)O (pinacol). Reported procedure: The boronate ester of step 3 of example 1 (20 g, 40 mmoles) and the aryl bromide of step 2 of example 1 (11.4 g, 48 mmoles) were dissolved in dimethylformamide (400 mL) followed by an aqueous solution of sodium bicarbonate (60 mL, 120 mmoles). Nitrogen was then bubbled through a pipette for 15 minutes. [1,1-Bis(diphenylphosphine)ferrocene]dichloropalladium(II), 1:1 complex with dichloromethane (PdCl2dppf.CH2Cl2, 2.4 g, 3 mmoles) was added and the reaction mixture immersed in an oil bath at 80° C... RXN SMILES: [C:1]([C:3]1([NH:6][C:7](=[O:35])[C@H:8]([CH2:30][C:31]([F:34])([CH3:33])[CH3:32])[NH:9][C@@H:10]([C:15]2[CH:20]=[CH:19][C:18](B3OC(C)(C)C(C)(C)O3)=[CH:17][CH:16]=2)[C:11]([F:14])([F:13])[F:12])[CH2:5][CH2:4]1)#[N:2].Br[C:37]1[CH:42]=[CH:41][C:40]([C@@H:43]([OH:47])[CH:44]([F:46])[F:45])=[CH:39][CH:38]=1.C(=O)(O)[O-].[Na+].ClCCl.OC(C(O)(C)C)(C)C>CN(C)C=O.C(OCC)C.C(OCC)(=O)C>[C:1]([C:3]1([NH:6][C:7](=[O:35])[C@H:8]([CH2:30][C:31]([F:34])([CH3:33])[CH3:32])[NH:9][C@@H:10]([C:15]2[CH:16]=[CH:17][C:18]([C:37]3[CH:38]=[CH:39][C:40]([C@@H:43]([OH:47])[CH:44]([F:46])[F:45])=[CH:41][CH:42]=3)=[CH:19][CH:20]=2)[C:11]([F:13])([F:14])[F:12])[CH2:4][CH2:5]1)#[N:2] |f:2.3|. Solvent: CN(C=O)C (dimethylformamide), C(C)OCC (diethyl ether), C(C)(=O)OCC (ethyl acetate), hexanes. Yields the product C(#N)C1(CC1)NC([C@@H](N[C@H](C(F)(F)F)C1=CC=C(C=C1)C1=CC=C(C=C1)[C@H](C(F)F)O)CC(C)(C)F)=O (N1-(1-cyanocyclopropyl)-N2-((1S)-1-{4′-[(1R)-2,2-difluoro-1-hydroxyethyl]biphenyl-4-yl}-2,2,2-trifluoroethyl)-4-fluoro-L-leucinamide). Reactants: Triphenylphosporanylidene-2-propanone, C(CCCCCCC)C1=CC=C(C=O)C=C1 (para-octylbenzaldehyde), C(C)OCC (ethyl ether), CCCCCC (hexane). Run in C1(=CC=CC=C1)C (toluene). Conditions: time 64 hour. The product is C(CCCCCCC)C1=CC=C(C=C1)/C=C/C(C)=O (4-(4-octylphenyl)-3E-buten-2-one). RXN SMILES: [CH2:1]([C:9]1[CH:16]=[CH:15][C:12]([CH:13]=O)=[CH:11][CH:10]=1)[CH2:2][CH2:3][CH2:4][CH2:5][CH2:6][CH2:7][CH3:8].C([O:19][CH2:20][CH3:21])C.[CH3:22]CCCCC>C1(C)C=CC=CC=1>[CH2:1]([C:9]1[CH:16]=[CH:15][C:12](/[CH:13]=[CH:22]/[C:20](=[O:19])[CH3:21])=[CH:11][CH:10]=1)[CH2:2][CH2:3][CH2:4][CH2:5][CH2:6][CH2:7][CH3:8]. Procedure: Triphenylphosporanylidene-2-propanone (2.9q, 0.o092 moles) and para-octylbenzaldehyde (2.0g, 0.0092 moles) in toluene (50ml) was heated to reflux for 2 hrs. and then stirred at room temperature for 64 hrs. The solution was poured into a solution of ethyl ether (100 ml) and hexane (100 ml). The white solid was removed by filtration and the filtrate concentrated by rotary evaporator to an oil. The title product was purified by silica gel chromatography. The structure assignment was supported by NM...